From a dataset of the Open Reaction Database (ORD), a public repository of structured organic reaction records. describe an organic reaction: reactants, conditions, products, and yield Yields the product CC(O)CCCC(C(N)=NO)N(C)C(=O)OC(C)(C)C. Reactants: CC(C)(C)O, CC(O)CCCC(C#N)N(C)C(=O)OC(C)(C)C, CO, NO. As a reaction SMILES: [C:19]([OH:20])([CH3:21])([CH3:22])[CH3:23].[C:1](#[N:2])[CH:3]([CH2:4][CH2:5][CH2:6][CH:7]([CH3:8])[OH:9])[N:10]([C:11]([O:12][C:13]([CH3:14])([CH3:15])[CH3:16])=[O:17])[CH3:18].[CH3:26][OH:27].[NH2:24][OH:25]>>[C:1]([NH2:2])([CH:3]([CH2:4][CH2:5][CH2:6][CH:7]([CH3:8])[OH:9])[N:10]([C:11]([O:12][C:13]([CH3:14])([CH3:15])[CH3:16])=[O:17])[CH3:18])=[N:24][OH:25].